Dataset: the Open Reaction Database (ORD), a public repository of structured organic reaction records. Task: describe an organic reaction: reactants, conditions, products, and yield Starting materials: C(C)OC(=O)C=1N(C2=CC=CC=C2C1)S(=O)(=O)C1=CC=C(C=C1)C (1-(4-Methylphenyl)sulfonyl-1H-indole-2-carboxylic acid ethyl ester), COCCO[AlH2-]OCCOC.[Na+] (Red-Al), [OH-].[Na+] (NaOH). The solvent is C1CCOC1 (THF), C1CCOC1 (THF). Run at temperature 5 celsius, time 1 hour. The product is OCC=1N(C2=CC=CC=C2C1)S(=O)(=O)C1=CC=C(C=C1)C (2-Hydroxymethyl-1-(4-methylphenyl)sulfonyl-1H-indole). Yield: 99.1%. Reaction SMILES: COCCO[AlH2-]OCCOC.[Na+].C([O:15][C:16]([C:18]1[N:19]([S:27]([C:30]2[CH:35]=[CH:34][C:33]([CH3:36])=[CH:32][CH:31]=2)(=[O:29])=[O:28])[C:20]2[C:25]([CH:26]=1)=[CH:24][CH:23]=[CH:22][CH:21]=2)=O)C.[OH-].[Na+]>C1COCC1>[OH:15][CH2:16][C:18]1[N:19]([S:27]([C:30]2[CH:31]=[CH:32][C:33]([CH3:36])=[CH:34][CH:35]=2)(=[O:29])=[O:28])[C:20]2[C:25]([CH:26]=1)=[CH:24][CH:23]=[CH:22][CH:21]=2 |f:0.1,3.4|. Reported procedure: To stirred solution of Red-Al (sodium dihydrobis(2-methoxyethoxy)aluminate ≈70% in toluene) (30 mL) in dry THF (100 mL) cooled at 5° C. and under nitrogen was added dropwise and at this temperature a solution of compound of step 1 (26,8 g, 78 mmol) in dry THF (75 mL). After stirring one hour at 5° C. and then one hour at room temperature the mixture was cooled at 10° C. and treated dropwise with 2N NaOH, to effect hydrolysis of the intermediate complex. The organic phase was separated and the so... Reactants: ClC1=C(C=C(C=C1)O)C(C(C(F)(F)F)(O)C=1C=CC(N(C1)C)=O)C (5-[2-(2-chloro-5-hydroxy-phenyl)-1-hydroxy-1-trifluoromethyl-propyl]-1-methyl-1H-pyridin-2-one), FC1=C(C=C(C=C1)B(O)O)C(=O)OCC (4-fluoro-3-ethoxycarbonylphenylboronic acid). Reagents/catalysts: C(C)(=O)[O-].[Cu+2].C(C)(=O)[O-] (copper-(II)-acetate). The solvent is N1=CC=CC=C1 (pyridine). The product is C(C)OC(C1=C(C=CC(=C1)OC1=CC(=C(C=C1)Cl)C(C(C(F)(F)F)(C1=CN(C(C=C1)=O)C)O)C)F)=O (5-{4-Chloro-3-[3,3,3-trifluoro-2-hydroxy-1-methyl-2-(1-methyl-6-oxo-1,6-dihydro-pyridin-3-yl)-propyl]-phenoxy}-2-fluoro-benzoic acid ethyl ester). RXN SMILES: [Cl:1][C:2]1[CH:7]=[CH:6][C:5]([OH:8])=[CH:4][C:3]=1[CH:9]([CH3:24])[C:10]([C:16]1[CH:17]=[CH:18][C:19](=[O:23])[N:20]([CH3:22])[CH:21]=1)([OH:15])[C:11]([F:14])([F:13])[F:12].[F:25][C:26]1[CH:31]=[CH:30][C:29](B(O)O)=[CH:28][C:27]=1[C:35]([O:37][CH2:38][CH3:39])=[O:36]>C([O-])(=O)C.[Cu+2].C([O-])(=O)C.N1C=CC=CC=1>[CH2:38]([O:37][C:35](=[O:36])[C:27]1[CH:28]=[C:29]([O:8][C:5]2[CH:6]=[CH:7][C:2]([Cl:1])=[C:3]([CH:9]([CH3:24])[C:10]([OH:15])([C:16]3[CH:17]=[CH:18][C:19](=[O:23])[N:20]([CH3:22])[CH:21]=3)[C:11]([F:13])([F:14])[F:12])[CH:4]=2)[CH:30]=[CH:31][C:26]=1[F:25])[CH3:39] |f:2.3.4|. Procedure details: In analogy to Example 151, step 8, 5-[2-(2-chloro-5-hydroxy-phenyl)-1-hydroxy-1-trifluoromethyl-propyl]-1-methyl-1H-pyridin-2-one (Example 189, step 5) was reacted with 4-fluoro-3-ethoxycarbonylphenylboronic acid, copper-(II)-acetate and pyridine to give the title compound as a colorless foam. MS (m/e)=528.2 [M+H+]. Reactants: COc1ccc(B(O)O)cn1, [Na+], [Na+], O=C([O-])[O-], C1COCCO1, Cl[Pd]Cl, Cc1ccc(S(=O)(=O)OC(=CC2CCCC2)c2cc3cccnc3n2S(=O)(=O)c2ccccc2)cc1, c1ccc(P(c2ccccc2)c2ccccc2)cc1, c1ccc(P(c2ccccc2)c2ccccc2)cc1. The product is COc1ccc(C(=CC2CCCC2)c2cc3cccnc3n2S(=O)(=O)c2ccccc2)cn1. Reaction SMILES: [CH3:37][O:38][c:39]1[n:40][cH:41][c:42]([B:45]([OH:46])[OH:47])[cH:43][cH:44]1.[Na+:48].[Na+:49].[O-:50][C:51](=[O:52])[O-:53].[O:54]1[CH2:55][CH2:56][O:57][CH2:58][CH2:59]1.[Pd:60]([Cl:61])[Cl:62].[c:1]1([S:7](=[O:8])(=[O:9])[n:10]2[c:11]([C:19](=[CH:20][CH:21]3[CH2:22][CH2:23][CH2:24][CH2:25]3)[O:26][S:27]([c:28]3[cH:29][cH:30][c:31]([CH3:32])[cH:33][cH:34]3)(=[O:35])=[O:36])[cH:12][c:13]3[c:14]2[n:15][cH:16][cH:17][cH:18]3)[cH:2][cH:3][cH:4][cH:5][cH:6]1.[c:63]1([P:64]([c:65]2[cH:66][cH:67][cH:68][cH:69][cH:70]2)[c:71]2[cH:72][cH:73][cH:74][cH:75][cH:76]2)[cH:77][cH:78][cH:79][cH:80][cH:81]1.[c:82]1([P:83]([c:84]2[cH:85][cH:86][cH:87][cH:88][cH:89]2)[c:90]2[cH:91][cH:92][cH:93][cH:94][cH:95]2)[cH:96][cH:97][cH:98][cH:99][cH:100]1>>[c:1]1([S:7](=[O:8])(=[O:9])[n:10]2[c:11]([C:19](=[CH:20][CH:21]3[CH2:22][CH2:23][CH2:24][CH2:25]3)[c:42]3[cH:41][n:40][c:39]([O:38][CH3:37])[cH:44][cH:43]3)[cH:12][c:13]3[c:14]2[n:15][cH:16][cH:17][cH:18]3)[cH:2][cH:3][cH:4][cH:5][cH:6]1. Reactants: BrC1=NC=CC=C1 (2-bromopyridine), S1CCC(CC1)C=O (tetrahydro-2H-thiopyran-4-carbaldehyde). Product: N1=C(C=CC=C1)C(O)C1CCSCC1 (pyridin-2-yl(tetrahydro-2H-thiopyran-4-yl)methanol). Reaction SMILES: Br[C:2]1[CH:7]=[CH:6][CH:5]=[CH:4][N:3]=1.[S:8]1[CH2:13][CH2:12][CH:11]([CH:14]=[O:15])[CH2:10][CH2:9]1>>[N:3]1[CH:4]=[CH:5][CH:6]=[CH:7][C:2]=1[CH:14]([CH:11]1[CH2:12][CH2:13][S:8][CH2:9][CH2:10]1)[OH:15]. Procedure details: Prepared according to the method of Example 225, Step A, from 2-bromopyridine and tetrahydro-2H-thiopyran-4-carbaldehyde.